This data is from the Open Reaction Database (ORD), a public repository of structured organic reaction records. The task is: describe an organic reaction: reactants, conditions, products, and yield Reactants: CO, COc1ccc2c(c1OC)CCC2C(N)=O, [K+], [OH-], O. The product is COc1ccc2c(c1OC)CCC2C(=O)O. RXN SMILES: [CH3:19][OH:20].[CH3:1][O:2][c:3]1[c:4]2[c:8]([cH:9][cH:10][c:11]1[O:12][CH3:13])[CH:7]([C:14](=[O:15])[NH2:16])[CH2:6][CH2:5]2.[K+:18].[OH-:17].[OH2:21]>>[CH3:1][O:2][c:3]1[c:4]2[c:8]([cH:9][cH:10][c:11]1[O:12][CH3:13])[CH:7]([C:14]([OH:15])=[O:17])[CH2:6][CH2:5]2. Reactants: CCOCC (Et2O), C1CCOC1 (THF), C(C)O (ethanol), C(C)(C)(C)OC(=O)N1CCC(CC1)NC1=C2C(=NC=C1[N+](=O)[O-])N(C=C2)S(=O)(=O)C2=CC=CC=C2 (4-(1-benzenesulfonyl-5-nitro-1H-pyrrolo[2,3-b]pyridin-4-ylamino)-piperidine-1-carboxylic acid tert-butyl ester). Reagents/catalysts: [Pd] (palladium on carbon). Solvent: C(Cl)Cl (CH2Cl2). Reaction conditions: temperature 50 celsius, time 18 hour. Yields the product C(C)(C)(C)OC(=O)N1CCC(CC1)NC1=C2C(=NC=C1N)N(C=C2)S(=O)(=O)C2=CC=CC=C2 (4-(5-amino-1-benzenesulfonyl-1H-pyrrolo[2,3-b]pyridin-4-ylamino)-piperidine-1-carboxylic acid tert-butyl ester). The yield is 68.4%. As a reaction SMILES: [C:1]([O:5][C:6]([N:8]1[CH2:13][CH2:12][CH:11]([NH:14][C:15]2[C:20]([N+:21]([O-])=O)=[CH:19][N:18]=[C:17]3[N:24]([S:27]([C:30]4[CH:35]=[CH:34][CH:33]=[CH:32][CH:31]=4)(=[O:29])=[O:28])[CH:25]=[CH:26][C:16]=23)[CH2:10][CH2:9]1)=[O:7])([CH3:4])([CH3:3])[CH3:2].C1COCC1.C(O)C.CCOCC>[Pd].C(Cl)Cl>[C:1]([O:5][C:6]([N:8]1[CH2:9][CH2:10][CH:11]([NH:14][C:15]2[C:20]([NH2:21])=[CH:19][N:18]=[C:17]3[N:24]([S:27]([C:30]4[CH:35]=[CH:34][CH:33]=[CH:32][CH:31]=4)(=[O:28])=[O:29])[CH:25]=[CH:26][C:16]=23)[CH2:12][CH2:13]1)=[O:7])([CH3:4])([CH3:2])[CH3:3]. Procedure: A suspension of 4-(1-benzenesulfonyl-5-nitro-1H-pyrrolo[2,3-b]pyridin-4-ylamino)-piperidine-1-carboxylic acid tert-butyl ester (11.2 g, 22.4 mmol) and palladium on carbon (1.45 g, 10%, wet, Degussa, E101 NE/W) in a 2:1 mixture of THF and ethanol (150 ml) was stirred under a hydrogen atmosphere (2-3 balloons) at 50° C. for 18 h. The reaction mixture was cooled to 25° C. then was filtered through Celite. The filtrate was concentrated under reduced pressure and the red-orange residue was purified b... Starting materials: C(C)(C)C=1C(=C(C(=C(C1)C(C)C)CCC)C1=C(C=C(C=C1)F)O)CO (3,5-Diisopropyl-2-hydroxymethyl-6-propyl-4′-fluoro-2′-hydroxy-1,1′-biphenyl), C(C1=CC=CC=C1)Br (benzyl bromide), C([O-])([O-])=O.[K+].[K+] (potassium carbonate). Solvent: CC(=O)C (acetone), [Cl-].[NH4+] (ammonium chloride). Product: C(C)(C)C=1C(=C(C(=C(C1)C(C)C)CCC)C1=C(C=C(C=C1)F)OCC1=CC=CC=C1)CO (3,5-Diisopropyl-2-hydroxymethyl-6-propyl-4′-fluoro-2′-benzyloxy-1,1′-biphenyl). Isolated yield 99.8%. RXN SMILES: [CH:1]([C:4]1[C:5]([CH2:24][OH:25])=[C:6]([C:16]2[CH:21]=[CH:20][C:19]([F:22])=[CH:18][C:17]=2[OH:23])[C:7]([CH2:13][CH2:14][CH3:15])=[C:8]([CH:10]([CH3:12])[CH3:11])[CH:9]=1)([CH3:3])[CH3:2].[CH2:26](Br)[C:27]1[CH:32]=[CH:31][CH:30]=[CH:29][CH:28]=1.C(=O)([O-])[O-].[K+].[K+]>CC(C)=O.[Cl-].[NH4+]>[CH:1]([C:4]1[C:5]([CH2:24][OH:25])=[C:6]([C:16]2[CH:21]=[CH:20][C:19]([F:22])=[CH:18][C:17]=2[O:23][CH2:26][C:27]2[CH:32]=[CH:31][CH:30]=[CH:29][CH:28]=2)[C:7]([CH2:13][CH2:14][CH3:15])=[C:8]([CH:10]([CH3:12])[CH3:11])[CH:9]=1)([CH3:2])[CH3:3] |f:2.3.4,6.7|. Procedure: A mixture of the racemic compound prepared in Example 241 (293 mg, 851 μmol), benzyl bromide (110 μL, 925 μmol), and potassium carbonate (303 mg, 2.19 mmol) in acetone (29 mL) was heated to reflux for 3 h. The mixture was diluted with saturated aqueous ammonium chloride solution (50 mL) and extracted with Et2O (3×50 mL). Silica gel chromatography (90:10 hexane/ethyl acetate) provided a colorless oil (0.369 g, 100%). 1H NMR (CDCl3, 300 MHz): δ 7.34 (s, 1H), 7.23 (m, 3H), 7.12 (m, 1H), 7.03 (m, 2H... The yield is 85.0%. Run at temperature 80 celsius, time 12 hour. Solvent: O1CCCC1. Reactants: O=C(OCC)C=1C=CC=CC1C=2C=CC=CC2. Yields the product O=C(OCC)C=1C=CC(=CC1C=2C=CC=CC2)B3OC(C)(C)C(O3)(C)C. The reagents and catalysts are O1B(OC(C)(C)C1(C)C)B2OC(C)(C)C(O2)(C)C, [K].OC(C)(C)C, O=C1C=CC=2C=CC=C(C3=CN=C(C=C3)C=4N=CC=CC4)C2N1, C[OH2+].C[OH2+].C1CC=CCCC=C1.C1CC=CCCC=C1.[Ir].[Ir]. Starting materials: CCO, COc1ccc2c(ccc3[nH]c4c(C)cnc(Cl)c4c32)c1, ClCCl, NCCCCCCN, O=C(O)C=CC(=O)O. Yields the product COc1ccc2c(ccc3[nH]c4c(C)cnc(NCCCCCCN)c4c32)c1. RXN SMILES: [CH3:30][CH2:31][OH:32].[Cl:1][c:2]1[n:3][cH:4][c:5]([CH3:21])[c:6]2[nH:7][c:8]3[cH:9][cH:10][c:11]4[c:12]([c:13]3[c:14]12)[cH:15][cH:16][c:17]([O:19][CH3:20])[cH:18]4.[Cl:41][CH2:42][Cl:43].[NH2:22][CH2:23][CH2:24][CH2:25][CH2:26][CH2:27][CH2:28][NH2:29].[OH:33][C:34]([CH:35]=[CH:36][C:37](=[O:38])[OH:39])=[O:40]>>[c:2]1([NH:22][CH2:23][CH2:24][CH2:25][CH2:26][CH2:27][CH2:28][NH2:29])[n:3][cH:4][c:5]([CH3:21])[c:6]2[nH:7][c:8]3[cH:9][cH:10][c:11]4[c:12]([c:13]3[c:14]12)[cH:15][cH:16][c:17]([O:19][CH3:20])[cH:18]4.